describe an organic reaction: reactants, conditions, products, and yield From a dataset of the Open Reaction Database (ORD), a public repository of structured organic reaction records. Reactants: O=C([O-])[O-], CNC(=O)c1c(C)n(C)c2cc(O)ccc12, O=C(c1cc2nccc(Cl)c2s1)N1CCCC1, [Cs+], [Cs+]. Product: CNC(=O)c1c(C)n(C)c2cc(Oc3ccnc4cc(C(=O)N5CCCC5)sc34)ccc12. RXN SMILES: [C:34](=[O:35])([O-:36])[O-:37].[CH3:18][NH:19][C:20](=[O:21])[c:22]1[c:23]([CH3:33])[n:24]([CH3:32])[c:25]2[cH:26][c:27]([OH:31])[cH:28][cH:29][c:30]12.[Cl:1][c:2]1[c:3]2[c:4]([n:5][cH:6][cH:7]1)[cH:8][c:9]([C:11](=[O:12])[N:13]1[CH2:14][CH2:15][CH2:16][CH2:17]1)[s:10]2.[Cs+:38].[Cs+:39]>>[c:2]1([O:31][c:27]2[cH:26][c:25]3[n:24]([CH3:32])[c:23]([CH3:33])[c:22]([C:20]([NH:19][CH3:18])=[O:21])[c:30]3[cH:29][cH:28]2)[c:3]2[c:4]([n:5][cH:6][cH:7]1)[cH:8][c:9]([C:11](=[O:12])[N:13]1[CH2:14][CH2:15][CH2:16][CH2:17]1)[s:10]2. Reactants: crude solution, ClC1=NC(=NC(=N1)NC)N[C@H]1CC[C@H](CC1)C(=O)O (cis-4-(4-chloro-6-(methylamino)-1,3,5-triazin-2-ylamino)cyclohexanecarboxylic acid), N1CCCCC1 (piperidine). Solvent: CC#N.O (CH3CN H2O). Conditions: temperature 80 celsius. Product: CNC1=NC(=NC(=N1)N1CCCCC1)N[C@H]1CC[C@H](CC1)C(=O)O (cis-4-(4-(methylamino)-6-(piperidin-1-yl)-1,3,5-triazin-2-ylamino) cyclohexanecarboxylic acid). Reaction SMILES: Cl[C:2]1[N:7]=[C:6]([NH:8][CH3:9])[N:5]=[C:4]([NH:10][C@@H:11]2[CH2:16][CH2:15][C@H:14]([C:17]([OH:19])=[O:18])[CH2:13][CH2:12]2)[N:3]=1.[NH:20]1[CH2:25][CH2:24][CH2:23][CH2:22][CH2:21]1>CC#N.O>[CH3:9][NH:8][C:6]1[N:7]=[C:2]([N:20]2[CH2:25][CH2:24][CH2:23][CH2:22][CH2:21]2)[N:3]=[C:4]([NH:10][C@@H:11]2[CH2:12][CH2:13][C@H:14]([C:17]([OH:19])=[O:18])[CH2:15][CH2:16]2)[N:5]=1 |f:2.3|. Reported procedure: To the crude solution of cis-4-(4-chloro-6-(methylamino)-1,3,5-triazin-2-ylamino)cyclohexanecarboxylic acid (˜0.38 mmol) in CH3CN/H2O (1/1, 5 ml) was added piperidine (188 μL, 5 equivalents). The reaction mixture was heated at 80° C. overnight. The reaction solution was condensed and the crude was acidified and purified by RP-HPLC (Luna 5μ C8(2), 100×21 mm, 15-60% CH3CN/H2O, 0.1% TFA, 17 min) to give the product (34.9 mg). MS (ES+): m/e 335.22 [M+H]+. Starting materials: OCCOc1ccc(Br)cc1, [H-], CCCCCCI, [Na+], CN(C)C=O, O. The product is CCCCCCOCCOc1ccc(Br)cc1. As a reaction SMILES: [Br:1][c:2]1[cH:3][cH:4][c:5]([O:6][CH2:7][CH2:8][OH:9])[cH:10][cH:11]1.[H-:12].[I:14][CH2:15][CH2:16][CH2:17][CH2:18][CH2:19][CH3:20].[Na+:13].[O:22]=[CH:23][N:24]([CH3:25])[CH3:26].[OH2:21]>>[Br:1][c:2]1[cH:3][cH:4][c:5]([O:6][CH2:7][CH2:8][O:9][CH2:15][CH2:16][CH2:17][CH2:18][CH2:19][CH3:20])[cH:10][cH:11]1. Starting materials: CCN=C=NCCCN(C)C, CC#N, Cl, O=C(O)c1ccc(F)c2ccccc12, NC(Cc1ccc(C(F)(F)F)cc1)C(O)c1ccccc1F, O, On1nnc2ccccc21. The product is O=C(NC(Cc1ccc(C(F)(F)F)cc1)C(O)c1ccccc1F)c1ccc(F)c2ccccc12. As a reaction SMILES: [CH2:38]([N:39]=[C:40]=[N:41][CH2:42][CH2:43][CH2:44][N:45]([CH3:46])[CH3:47])[CH3:48].[CH3:59][C:60]#[N:61].[ClH:37].[F:23][c:24]1[cH:25][cH:26][c:27]([C:34](=[O:35])[OH:36])[c:28]2[cH:29][cH:30][cH:31][cH:32][c:33]12.[NH2:1][CH:2]([CH:3]([OH:4])[c:5]1[c:6]([F:11])[cH:7][cH:8][cH:9][cH:10]1)[CH2:12][c:13]1[cH:14][cH:15][c:16]([C:19]([F:20])([F:21])[F:22])[cH:17][cH:18]1.[OH2:62].[OH:49][n:50]1[c:51]2[cH:52][cH:53][cH:54][cH:55][c:56]2[n:57][n:58]1>>[NH:1]([CH:2]([CH:3]([OH:4])[c:5]1[c:6]([F:11])[cH:7][cH:8][cH:9][cH:10]1)[CH2:12][c:13]1[cH:14][cH:15][c:16]([C:19]([F:20])([F:21])[F:22])[cH:17][cH:18]1)[C:34]([c:27]1[cH:26][cH:25][c:24]([F:23])[c:33]2[c:28]1[cH:29][cH:30][cH:31][cH:32]2)=[O:35]. Starting materials: NC=1C=C2CCC(NC2=CC1)=O (6-Amino-3,4-dihydrocarbostyril), C(C)(C)N=C=O (isopropyl isocyanate). The solvent is C1=CC=CC=C1 (benzene), C1=CC=CC=C1 (benzene). Product: C(C)(C)NC(NC=1C=C2CCC(NC2=CC1)=O)=O (6-(3-isopropylureido)-3,4-dihydrocarbostyril). As a reaction SMILES: [NH2:1][C:2]1[CH:3]=[C:4]2[C:9](=[CH:10][CH:11]=1)[NH:8][C:7](=[O:12])[CH2:6][CH2:5]2.[CH:13]([N:16]=[C:17]=[O:18])([CH3:15])[CH3:14]>C1C=CC=CC=1>[CH:13]([NH:16][C:17](=[O:18])[NH:1][C:2]1[CH:3]=[C:4]2[C:9](=[CH:10][CH:11]=1)[NH:8][C:7](=[O:12])[CH2:6][CH2:5]2)([CH3:15])[CH3:14]. Procedure details: 6-Amino-3,4-dihydrocarbostyril (1.6 g) is suspended in dry benzene (16 ml), and thereto is added dropwise a solution of isopropyl isocyanate (1.2 ml) in dry benzene (10 ml) with stirring at room temperature. The mixture is reacted at 50° to 60° C. for 3 hours. After the reaction, the resulting precipitate is separated by filtration, purified by silica gel column chromatography (solvent; chloroform:methanol=50:1), and recrystallized from ethanol to give 6-(3-isopropylureido)-3,4-dihydrocarbostyri... Reactants: C(#C)N1C2=C(C=3C=C(C=CC13)C)CN(CC2)C (5-Ethynyl-2,8-dimethyl-2,3,4,5-tetrahydro-1H-pyrido[4,3-b]indole), BrC=1C=CC(=NC1)C (5-bromo-2-methyl-pyridine), dichlorobistriphenylphosphine palladium (II), CCCC[N+](CCCC)(CCCC)CCCC.[F-] (TBAF). Run in O (water). Conditions: temperature 80 celsius. The product is CN1CC2=C(N(C=3C=CC(=CC23)C)C#CC=2C=NC(=CC2)C)CC1 (2,8-dimethyl-5-(6-methyl-pyridin-3-ylethynyl)-2,3,4,5-tetrahydro-1H-pyrido[4,3-b]indole), FC(=C(C=1C=NC(=CC1)C)C=1C=NC(=CC1)C)N1C2=C(C=3C=C(C=CC13)C)CN(CC2)C (5-[1-fluoro-2,2-bis-(6-methyl-pyridin-3-yl)-vinyl]-2,8-dimethyl-2,3,4,5-tetrahydro-1H-pyrido[4,3-b]indole). RXN SMILES: [C:1]([N:3]1[C:11]2[CH:10]=[CH:9][C:8]([CH3:12])=[CH:7][C:6]=2[C:5]2[CH2:13][N:14]([CH3:17])[CH2:15][CH2:16][C:4]1=2)#[CH:2].Br[C:19]1[CH:20]=[CH:21][C:22]([CH3:25])=[N:23][CH:24]=1.CCCC[N+:30]([CH2:39][CH2:40][CH2:41][CH3:42])([CH2:35][CH2:36]CC)CCCC.[F-:43]>O>[CH3:17][N:14]1[CH2:15][CH2:16][C:4]2[N:3]([C:1]#[C:2][C:19]3[CH:24]=[N:23][C:22]([CH3:25])=[CH:21][CH:20]=3)[C:11]3[CH:10]=[CH:9][C:8]([CH3:12])=[CH:7][C:6]=3[C:5]=2[CH2:13]1.[F:43][C:1]([N:3]1[C:11]2[CH:10]=[CH:9][C:8]([CH3:12])=[CH:7][C:6]=2[C:5]2[CH2:13][N:14]([CH3:17])[CH2:15][CH2:16][C:4]1=2)=[C:2]([C:40]1[CH:39]=[N:30][C:35]([CH3:36])=[CH:42][CH:41]=1)[C:19]1[CH:24]=[N:23][C:22]([CH3:25])=[CH:21][CH:20]=1 |f:2.3|. Reported procedure: A mixture of 5-Ethynyl-2,8-dimethyl-2,3,4,5-tetrahydro-1H-pyrido[4,3-b]indole (156 mg, 0.69 mmol), 5-bromo-2-methyl-pyridine (100 mg, 0.58 mmol), dichlorobistriphenylphosphine palladium (II) (12 mg, 0.017 mmol) and TBAF.3H2O (548 mg, 1.74 mmol) were added to a reaction vessel and the contents heated at 80° C. for 5 min in microwave. After completion of starting material (as monitored by TLC & LCMS), the reaction mixture was poured into water (25 mL) and the desired compound extracted with EtOAc ... Starting materials: C1(=CC=CC2=CC=CC=C12)CNC([C@H](CCCN[C@H]1CCCC=2C=CC=NC12)NC(=O)C1=CC=C(C2=CC=CC=C12)CN(CC1=NC=CC=C1)C(=O)OC(C)(C)C)=O ((2S)-2-(4-(N-Boc-N-2-picolylamino)methylnaphthalene-1-carbonyl)amino-5-((8S)-5,6,7,8-tetrahydroquinolin-8-yl)aminovaleric acid 1-naphthylmethylamide), Cl.O1CCOCC1 (hydrochloric acid dioxane). The solvent is CO (methanol). The product is Cl (hydrochloride), C1(=CC=CC2=CC=CC=C12)CNC([C@H](CCCN[C@H]1CCCC=2C=CC=NC12)NC(=O)C1=CC=C(C2=CC=CC=C12)CNCC1=NC=CC=C1)=O ((2S)-2-(4-(N-2-picolylaminomethyl)naphthalene-1-carbonyl)amino-5-((8S)-5,6,7,8-tetrahydroquinolin-8-yl)aminovaleric acid 1-naphthylmethylamide). Reaction SMILES: [C:1]1([CH2:11][NH:12][C:13](=[O:58])[C@@H:14]([NH:29][C:30]([C:32]2[C:41]3[C:36](=[CH:37][CH:38]=[CH:39][CH:40]=3)[C:35]([CH2:42][N:43](C(OC(C)(C)C)=O)[CH2:44][C:45]3[CH:50]=[CH:49][CH:48]=[CH:47][N:46]=3)=[CH:34][CH:33]=2)=[O:31])[CH2:15][CH2:16][CH2:17][NH:18][C@@H:19]2[C:28]3[N:27]=[CH:26][CH:25]=[CH:24][C:23]=3[CH2:22][CH2:21][CH2:20]2)[C:10]2[C:5](=[CH:6][CH:7]=[CH:8][CH:9]=2)[CH:4]=[CH:3][CH:2]=1.[ClH:59].O1CCOCC1>CO>[ClH:59].[C:1]1([CH2:11][NH:12][C:13](=[O:58])[C@@H:14]([NH:29][C:30]([C:32]2[C:41]3[C:36](=[CH:37][CH:38]=[CH:39][CH:40]=3)[C:35]([CH2:42][NH:43][CH2:44][C:45]3[CH:50]=[CH:49][CH:48]=[CH:47][N:46]=3)=[CH:34][CH:33]=2)=[O:31])[CH2:15][CH2:16][CH2:17][NH:18][C@@H:19]2[C:28]3[N:27]=[CH:26][CH:25]=[CH:24][C:23]=3[CH2:22][CH2:21][CH2:20]2)[C:10]2[C:5](=[CH:6][CH:7]=[CH:8][CH:9]=2)[CH:4]=[CH:3][CH:2]=1 |f:1.2|. Procedure: The compound obtained in Example 90-2 (14.2 mg) was dissolved in methanol (0.3 ml), and 4 mol/l hydrochloric acid/dioxane solution (0.3 ml) was added to the solution. After the reaction for 3.5 hours, the reaction solution was concentrated. The residue obtained was purified by silica gel column chromatography (0.5 g, chloroform/methanol/water=7/3/0.5) and treated with hydrochloric acid to obtain hydrochloride of the title compound (8.1 mg) as a white solid. Starting materials: C(=O)(O)[O-].[Na+] (NaHCO3), BrC=1C=NNC1C=O (4-bromo-1H-pyrazole-5-carbaldehyde), ClCOCC[Si](C)(C)C ([2-(chloromethoxy)ethyl](trimethyl)silane), [H-].[Na+] (sodium hydride). Solvent: C1CCOC1 (THF). Conditions: time 10 minute. Product: BrC=1C=NN(C1C=O)COCC[Si](C)(C)C (4-bromo-1-{[2-(trimethylsilyl)ethoxy]methyl}-1H-pyrazole-5-carbaldehyde). Yield: 68.5%. Reaction SMILES: [Br:1][C:2]1[CH:3]=[N:4][NH:5][C:6]=1[CH:7]=[O:8].[H-].[Na+].Cl[CH2:12][O:13][CH2:14][CH2:15][Si:16]([CH3:19])([CH3:18])[CH3:17].C([O-])(O)=O.[Na+]>C1COCC1>[Br:1][C:2]1[CH:3]=[N:4][N:5]([CH2:12][O:13][CH2:14][CH2:15][Si:16]([CH3:19])([CH3:18])[CH3:17])[C:6]=1[CH:7]=[O:8] |f:1.2,4.5|. Procedure details: To a stirred suspension of 4-bromo-1H-pyrazole-5-carbaldehyde (1.93 g, 11 mmol) in THF (50 mL) was added sodium hydride (0.484 g, 12.1 mmol) at 0° C. After 10 min, [2-(chloromethoxy)ethyl](trimethyl)silane (2.34 mL, 13.2 mmol) was added. After 2 h, the mixture was poured into saturated aqueous NaHCO3 and extracted with EtOAc (100 mL), and the extract was dried over MgSO4, filtered and concentrated under reduced pressure. The residue was purified by column chromatography (Purif, silica gel, hexan... Reactants: BrC1=CC=C(C=C1)F (4-bromofluorobenzene), BrC1=CC=C(C(=O)OCC)C=C1 (ethyl 4-bromobenzoate). Yields the product C(C)OC(C1=CC=C(C=C1)C1=CC=C(C=C1)F)=O (Ethyl-4-(4'-fluorophenyl)benzoate), ethyl acetate-hexanes. As a reaction SMILES: Br[C:2]1[CH:7]=[CH:6][C:5]([F:8])=[CH:4][CH:3]=1.Br[C:10]1[CH:20]=[CH:19][C:13]([C:14]([O:16][CH2:17][CH3:18])=[O:15])=[CH:12][CH:11]=1>>[CH2:17]([O:16][C:14](=[O:15])[C:13]1[CH:19]=[CH:20][C:10]([C:2]2[CH:7]=[CH:6][C:5]([F:8])=[CH:4][CH:3]=2)=[CH:11][CH:12]=1)[CH3:18]. Procedure: Using the procedure described for Example 551, 4-bromofluorobenzene (1.75 g, 10 mmol) was metallated and coupled with ethyl 4-bromobenzoate (2.28 g, 10 mmol) to give the title compound after chromatography (ethyl acetate-hexanes (1:9) (0.7 g)): 1H-NMR (CDCl3, 300 MHz): 8.1 (d, 2H, J=8), 7.65-7.5 (m, 4H), 7.15 (t, 2H, J=8), 4.4 (q, 2H, J=7), 1.4 (t, 3H, J=7); MS:244.